From a dataset of the Open Reaction Database (ORD), a public repository of structured organic reaction records. describe an organic reaction: reactants, conditions, products, and yield The reactants are C(CCCCCCCCC\C=C/C=C\CC)O ((11Z,13Z)-11,13-hexadecadien-1-ol), C(C)(=O)OC(C)=O (acetic anhydride). Solvent: N1=CC=CC=C1 (pyridine), C([O-])(O)=O.[Na+] (sodium bicarbonate). Product: final product, C(CCCCCCCCC\C=C/C=C\CC)=O ((11Z,13Z)-11,13-hexadecadien-1-al). Reaction SMILES: [CH2:1]([OH:17])[CH2:2][CH2:3][CH2:4][CH2:5][CH2:6][CH2:7][CH2:8][CH2:9][CH2:10]/[CH:11]=[CH:12]\[CH:13]=[CH:14]/[CH2:15][CH3:16].C(OC(=O)C)(=O)C>N1C=CC=CC=1.C(=O)(O)[O-].[Na+]>[CH:1](=[O:17])[CH2:2][CH2:3][CH2:4][CH2:5][CH2:6][CH2:7][CH2:8][CH2:9][CH2:10]/[CH:11]=[CH:12]\[CH:13]=[CH:14]/[CH2:15][CH3:16] |f:3.4|. Procedure details: (11Z,13Z)-11,13-hexadecadien-1-ol (3.19 mmol) and acetic anhydride (6.38 mmol), in 5 ml of dry pyridine, are stirred under nitrogen at room temperature for 20 hours. The reaction mixture is then poured in sodium bicarbonate solution and extracted with pentane (2X). The organic layer is washed with dilute HCl and with brine, dried over magnesium sulfate and the solvent removed in vacuo. The crude product is purified to yield the final product, (11Z,13Z)-11,13-hexadecadien-1-al. Reactants: [Br-].NC=1N(C2=C([N+]1CCN1CCCCC1)C=CC=C2)CC(C2=CC=CS2)=O (2-amino-1-(2-piperidinoethyl)-3-(2-thenoylmethyl) benzimidazolium bromide), O (water), C(C)(=O)OC(C)=O (acetic anhydride). The product is CC=1N=C2N(C3=C(N2C1C(C1=CC=CS1)=O)C=CC=C3)CCN3CCCCC3 (2-Methyl-9-(2-piperidinoethyl)-3-(2-thenoyl)imidazo [1,2-a]benzimidazole). RXN SMILES: [Br-].[NH2:2][C:3]1[N:4]([CH2:20][C:21](=[O:27])[C:22]2[S:26][CH:25]=[CH:24][CH:23]=2)[C:5]2[CH:19]=[CH:18][CH:17]=[CH:16][C:6]=2[N+:7]=1[CH2:8][CH2:9][N:10]1[CH2:15][CH2:14][CH2:13][CH2:12][CH2:11]1.O.[C:29](OC(=O)C)(=O)[CH3:30]>>[CH3:29][C:30]1[N:2]=[C:3]2[N:4]([C:20]=1[C:21](=[O:27])[C:22]1[S:26][CH:25]=[CH:24][CH:23]=1)[C:5]1[CH:19]=[CH:18][CH:17]=[CH:16][C:6]=1[N:7]2[CH2:8][CH2:9][N:10]1[CH2:15][CH2:14][CH2:13][CH2:12][CH2:11]1 |f:0.1|. Procedure details: The bromide obtained in Step A is heated at reflux in 15 ml of acetic anhydride until completely dissolved. Cool and pour into 50 ml of cold water. Neutralise with a solution of sodium carbonate and extract twice with 10 ml of chloroform each time. Combine the organic phases, pass over a column of alumina and evaporate. Recrystallise the residue from ethyl acetate. The reactants are CCOC(=O)c1sc(Nc2ccccc2)nc1C, CCO, CC(=O)O, [Na+], [OH-], O. The product is Cc1nc(Nc2ccccc2)sc1C(=O)O. Reaction SMILES: [CH2:4]([CH3:5])[O:6][C:7](=[O:8])[c:9]1[c:10]([CH3:21])[n:11][c:12]([NH:14][c:15]2[cH:16][cH:17][cH:18][cH:19][cH:20]2)[s:13]1.[CH3:1][CH2:2][OH:3].[CH3:25][C:26](=[O:27])[OH:28].[Na+:23].[OH-:22].[OH2:24]>>[O:6]=[C:7]([OH:8])[c:9]1[c:10]([CH3:21])[n:11][c:12]([NH:14][c:15]2[cH:16][cH:17][cH:18][cH:19][cH:20]2)[s:13]1. Starting materials: C[C@]1([C@H](CCC1)NC(=O)C1=NC=CC=C1N1N=CC=N1)NC1=NC=C(N=C1)C(F)(F)F (N-[(1S,2S)-2-Methyl-2-{[5-(trifluoromethyl)pyrazin-2-yl]amino}cyclopentyl]-3-(2H-1,2,3-triazol-2-yl)pyridine-2-carboxamide), FC1=C(C(=O)O)C(=CC=C1)F (2,6-difluorobenzoic acid), C[C@]1([C@H](CCC1)N)NC1=NC=C(N=C1)C(F)(F)F ((1S,2S)-1-methyl-1-N-[5-(trifluoromethyl)pyrazin-2-yl]cyclopentane-1,2-diamine), C[C@]1([C@H](CCC1)N)NC1=NC=C(N=C1)C(F)(F)F ((1S,2S)-1-methyl-1-N-[5-(trifluoromethyl)pyrazin-2-yl]cyclopentane-1,2-diamine). Product: FC1=C(C(=O)N[C@@H]2[C@](CCC2)(NC2=NC=C(N=C2)C(F)(F)F)C)C(=CC=C1)F (2,6-Difluoro-N-[(1S,2S)-2-methyl-2-{[5-(trifluoromethyl)pyrazin-2-yl]amino}cyclopentyl]benzamide). RXN SMILES: C[C@]1(NC2C=NC(C(F)(F)F)=CN=2)CCC[C@@H]1NC(C1C(N2N=CC=N2)=CC=CN=1)=O.[CH3:32][C@:33]1([NH:39][C:40]2[CH:45]=[N:44][C:43]([C:46]([F:49])([F:48])[F:47])=[CH:42][N:41]=2)[CH2:37][CH2:36][CH2:35][C@@H:34]1[NH2:38].[F:50][C:51]1[CH:59]=[CH:58][CH:57]=[C:56]([F:60])[C:52]=1[C:53](O)=[O:54]>>[F:50][C:51]1[CH:59]=[CH:58][CH:57]=[C:56]([F:60])[C:52]=1[C:53]([NH:38][C@H:34]1[CH2:35][CH2:36][CH2:37][C@:33]1([CH3:32])[NH:39][C:40]1[CH:45]=[N:44][C:43]([C:46]([F:49])([F:47])[F:48])=[CH:42][N:41]=1)=[O:54]. Reported procedure: Prepared according to the procedure for N-[(1S,2S)-2-methyl-2-{[5-(trifluoromethyl)pyrazin-2-yl]amino}cyclopentyl]-3-(2H-1,2,3-triazol-2-yl)pyridine-2-carboxamide (Example 77) from (1S,2S)-1-methyl-1-N-[5-(trifluoromethyl)pyrazin-2-yl]cyclopentane-1,2-diamine (Intermediate 25; 63 mg, 0.24 mmol) and 2,6-difluorobenzoic acid (CAS number 385-00-2; 46 mg, 0.29 mmol) except this was purified by column chromatography (silica, 0-20% ethyl acetate/petrol) followed by reverse phase chromatography (C18 si... Starting materials: N[C@@H](CC(=O)O)C1=CC(=CC(=C1)C1(CC1)C(F)F)Br ((S)-3-amino-3-(3-bromo-5-(1-(difluoromethyl)cyclopropyl)phenyl)propanoic acid), Cl (HCl), C(C)O (ethyl alcohol), C(C)O (ethanol). Product: Cl.N[C@@H](CC(=O)OCC)C1=CC(=CC(=C1)C1(CC1)C(F)F)Br ((S)-ethyl 3-amino-3-(3-bromo-5-(1-(difluoromethyl)cyclopropyl)phenyl)propanoate hydrochloride salt). As a reaction SMILES: [NH2:1][C@H:2]([C:7]1[CH:12]=[C:11]([C:13]2([CH:16]([F:18])[F:17])[CH2:15][CH2:14]2)[CH:10]=[C:9]([Br:19])[CH:8]=1)[CH2:3][C:4]([OH:6])=[O:5].[ClH:20].[CH2:21](O)[CH3:22]>>[ClH:20].[NH2:1][C@H:2]([C:7]1[CH:12]=[C:11]([C:13]2([CH:16]([F:17])[F:18])[CH2:15][CH2:14]2)[CH:10]=[C:9]([Br:19])[CH:8]=1)[CH2:3][C:4]([O:6][CH2:21][CH3:22])=[O:5] |f:3.4|. Reported procedure: To a solution of (S)-3-amino-3-(3-bromo-5-(1-(difluoromethyl)cyclopropyl)phenyl)propanoic acid (from step A above) (225.5 mg, 0.675 mmol) in absolute ethyl alcohol (3 mL) was added absolute ethanol saturated with anhydrous HCl gas (7 mL) and the reaction mixture was heated at reflux under nitrogen for 3 h to give a colorless solution. The solvent was evaporated in vacuo to give a colorless viscous liquid. The residue was triturated with diethyl ether (10 mL) and the solvent was evaporated in vac...